describe an organic reaction: reactants, conditions, products, and yield From a dataset of the Open Reaction Database (ORD), a public repository of structured organic reaction records. Reaction SMILES: [NH2:1][C:2]1[CH:9]=[CH:8][CH:7]=[C:6]([O:10][CH:11]2[CH2:15][CH2:14][CH2:13][CH2:12]2)[C:3]=1[C:4]#[N:5].O=[C:17]([CH3:24])[CH2:18][C:19]([O:21][CH2:22][CH3:23])=[O:20]>>[NH2:5][C:4]1[C:3]2[C:2](=[CH:9][CH:8]=[CH:7][C:6]=2[O:10][CH:11]2[CH2:12][CH2:13][CH2:14][CH2:15]2)[N:1]=[C:17]([CH3:24])[C:18]=1[C:19]([O:21][CH2:22][CH3:23])=[O:20]. The reactants are NC1=C(C#N)C(=CC=C1)OC1CCCC1 (2-amino-6-(cyclopentyloxy)benzonitrile), O=C(CC(=O)OCC)C (ethyl 3-oxobutanoate). Reported procedure: Prepared as in Example 2a from 2-amino-6-(cyclopentyloxy)benzonitrile (Tachdjian, C. et al. PCT Int. Appl. 2008, WO 2008154221) and ethyl 3-oxobutanoate as a yellow solid (40%). MS 315 (MH+). The product is NC1=C(C(=NC2=CC=CC(=C12)OC1CCCC1)C)C(=O)OCC (ethyl 4-amino-5-(cyclopentyloxy)-2-methylquinoline-3-carboxylate).